Dataset: the Open Reaction Database (ORD), a public repository of structured organic reaction records. Task: describe an organic reaction: reactants, conditions, products, and yield Reactants: C(\C=C\C1=CC=CC=C1)(=O)O (trans-cinnamic acid), C(C(=O)Cl)(=O)Cl (oxalyl chloride). Run in C1=CC=CC=C1 (benzene). Reaction conditions: time 2 hour. Yields the product ester, C(\C=C\C1=CC=CC=C1)(=O)O (trans-cinnamic acid), C(\C=C\C1=CC=CC=C1)(=O)[O-] (trans-cinnamate). RXN SMILES: [C:1]([OH:11])(=[O:10])/[CH:2]=[CH:3]/[C:4]1[CH:9]=[CH:8][CH:7]=[CH:6][CH:5]=1.C(Cl)(=O)C(Cl)=O>C1C=CC=CC=1>[C:1]([OH:11])(=[O:10])/[CH:2]=[CH:3]/[C:4]1[CH:5]=[CH:6][CH:7]=[CH:8][CH:9]=1.[C:1]([O-:11])(=[O:10])/[CH:2]=[CH:3]/[C:4]1[CH:5]=[CH:6][CH:7]=[CH:8][CH:9]=1. Procedure: To a solution of 3.05 g. of trans-cinnamic acid in dry benzene is added 5 ml of oxalyl chloride. The reaction mixture is stirred at room temperature, under nitrogen, for 2 hours. Solvent is removed in vacuo and replaced by fresh dry benzene and 3.9 ml. of cyclopropanemethyl alcohol is added. The reaction mixture is stirred overnight at room temperature, under nitrogen. The reaction is worked up by washing with water and brine, drying over calcium sulfate and evaporating under reduced pressure an... Starting materials: C(C)OC(=O)CC1=CC=2N(C3=CC=CC=C3S(C2C=C1)(=O)=O)C(=O)OC(C)(C)C (tert-butyl 2-ethoxycarbonylmethyl-5,5-dioxo-5H-phenothiazine-10-carboxylate), FC1(CCC(CC1)CI)F (1,1-difluoro-4-iodomethylcyclohexane), FC1(CCC(CC1)C(=O)OCC)F (ethyl 4,4-difluorocyclohexanecarboxylate), [I-] (iodide), CN1N=C(C=C1)N (1-methyl-1H-pyrazol-3-amine). The product is FC1(CCC(CC1)CC(C(=O)NC1=NN(C=C1)C)C1=CC=2NC3=CC=CC=C3S(C2C=C1)(=O)=O)F (3-(4,4-difluorocyclohexyl)-2-(5,5-dioxo-5,10-dihydrophenothiazin-2-yl)-N-(1-methyl-1H-pyrazol-3-yl)propionamide). RXN SMILES: C([O:3][C:4]([CH2:6][C:7]1[CH:20]=[CH:19][C:18]2[S:17](=[O:22])(=[O:21])[C:16]3[C:11](=[CH:12][CH:13]=[CH:14][CH:15]=3)[N:10](C(OC(C)(C)C)=O)[C:9]=2[CH:8]=1)=O)C.[F:30][C:31]1([F:39])[CH2:36][CH2:35][CH:34]([CH2:37]I)[CH2:33][CH2:32]1.FC1(F)CCC(C(OCC)=O)CC1.[I-].[CH3:54][N:55]1[CH:59]=[CH:58][C:57]([NH2:60])=[N:56]1>>[F:30][C:31]1([F:39])[CH2:36][CH2:35][CH:34]([CH2:37][CH:6]([C:7]2[CH:20]=[CH:19][C:18]3[S:17](=[O:22])(=[O:21])[C:16]4[C:11](=[CH:12][CH:13]=[CH:14][CH:15]=4)[NH:10][C:9]=3[CH:8]=2)[C:4]([NH:60][C:57]2[CH:58]=[CH:59][N:55]([CH3:54])[N:56]=2)=[O:3])[CH2:33][CH2:32]1. Procedure: Analogously to Example 36 and Example 44, tert-butyl 2-ethoxycarbonylmethyl-5,5-dioxo-5H-phenothiazine-10-carboxylate, 1,1-difluoro-4-iodomethylcyclohexane (prepared from commercially available ethyl 4,4-difluorocyclohexanecarboxylate analogously to the synthesis of the iodide described in Example 40) and 1-methyl-1H-pyrazol-3-amine give 3-(4,4-difluorocyclohexyl)-2-(5,5-dioxo-5,10-dihydrophenothiazin-2-yl)-N-(1-methyl-1H-pyrazol-3-yl)propionamide.